Dataset: the Open Reaction Database (ORD), a public repository of structured organic reaction records. Task: describe an organic reaction: reactants, conditions, products, and yield The reactants are CCNCC, O=C(Cl)C(=O)Cl, ClCCl, O=C(O)c1ccccc1OC(F)(F)F, CN(C)C=O. Yields the product CCN(CC)C(=O)c1ccccc1OC(F)(F)F. RXN SMILES: [CH2:26]([CH3:27])[NH:28][CH2:29][CH3:30].[Cl:20][C:21]([C:22]([Cl:23])=[O:24])=[O:25].[Cl:31][CH2:32][Cl:33].[F:1][C:2]([O:3][c:4]1[c:5]([C:6](=[O:7])[OH:8])[cH:9][cH:10][cH:11][cH:12]1)([F:13])[F:14].[O:15]=[CH:16][N:17]([CH3:18])[CH3:19]>>[F:1][C:2]([O:3][c:4]1[c:5]([C:6](=[O:8])[N:28]([CH2:26][CH3:27])[CH2:29][CH3:30])[cH:9][cH:10][cH:11][cH:12]1)([F:13])[F:14]. Starting materials: Cl (hydrogen chloride), C(C)(C)O (isopropanol), FC(C=1C=C(C=C(C1)C(F)(F)F)[C@@H](C)O[C@@H]1[C@@H](N(CCO1)CC=1N=NNC1CN(C)C)C1=CC=C(C=C1)F)(F)F (2-(R)-(1-(R)-(3,5-bis(trifluoromethyl)-phenyl)ethoxy)-4-(5-(dimethylamino)methyl-1,2,3-triazol-4-yl)methyl-3-(S)-(4-fluorophenyl)-morpholine), C(C)(=O)OCC (ethyl acetate). Run in CCCCCCC (heptane). The product is Cl.FC(C=1C=C(C=C(C1)C(F)(F)F)[C@@H](C)O[C@@H]1[C@@H](N(CCO1)CC=1N=NNC1CN(C)C)C1=CC=C(C=C1)F)(F)F (2-(R)-(1-(R)-(3,5-bis(trifluoromethyl)phenyl)ethoxy)4-(5-(dimethylamino)methyl-1,2,3-triazol-4-yl)methyl-3-(S)-(4-fluorophenyl)morpholine hydrochloride). As a reaction SMILES: [ClH:1].C(O)(C)C.[F:6][C:7]([F:45])([F:44])[C:8]1[CH:9]=[C:10]([C@H:18]([O:20][C@H:21]2[O:26][CH2:25][CH2:24][N:23]([CH2:27][C:28]3[N:29]=[N:30][NH:31][C:32]=3[CH2:33][N:34]([CH3:36])[CH3:35])[C@H:22]2[C:37]2[CH:42]=[CH:41][C:40]([F:43])=[CH:39][CH:38]=2)[CH3:19])[CH:11]=[C:12]([C:14]([F:17])([F:16])[F:15])[CH:13]=1.C(OCC)(=O)C>CCCCCCC>[ClH:1].[F:45][C:7]([F:6])([F:44])[C:8]1[CH:9]=[C:10]([C@H:18]([O:20][C@H:21]2[O:26][CH2:25][CH2:24][N:23]([CH2:27][C:28]3[N:29]=[N:30][NH:31][C:32]=3[CH2:33][N:34]([CH3:35])[CH3:36])[C@H:22]2[C:37]2[CH:42]=[CH:41][C:40]([F:43])=[CH:39][CH:38]=2)[CH3:19])[CH:11]=[C:12]([C:14]([F:17])([F:16])[F:15])[CH:13]=1 |f:5.6|. Reported procedure: adding anhydrous hydrogen chloride in an polar solvent such as isopropanol to a solution of 2-(R)-(1-(R)-(3,5-bis(trifluoromethyl)-phenyl)ethoxy)-4-(5-(dimethylamino)methyl-1,2,3-triazol-4-yl)methyl-3-(S)-(4-fluorophenyl)-morpholine in second polar solvent such as ethyl acetate, followed by addition of an antisolvent such as heptane to give Form I of 2-(R)-(1-(R)-(3,5-bis(trifluoromethyl)phenyl)ethoxy)4-(5-(dimethylamino)methyl-1,2,3-triazol-4-yl)methyl-3-(S)-(4-fluorophenyl)morpholine hydrochlo... The reactants are C(=O)(O)[O-].[Na+] (NaHCO3), P12(=S)SP3(=S)SP(=S)(S1)SP(=S)(S2)S3 (P2S5), O (water), IC1=CC=C(C=C1)N1C(C=CC=C1)=O (1-(4-iodophenyl)pyridin-2(1H)-one). The solvent is O1CCOCC1 (dioxane), C(Cl)Cl (CH2Cl2). Run at temperature 80 celsius. Yields the product IC1=CC=C(C=C1)N1C(C=CC=C1)=S (1-(4-iodophenyl)pyridine-2(1H)-thione). As a reaction SMILES: [I:1][C:2]1[CH:7]=[CH:6][C:5]([N:8]2[CH:13]=[CH:12][CH:11]=[CH:10][C:9]2=O)=[CH:4][CH:3]=1.C([O-])(O)=O.[Na+].P12(SP3(SP(SP(S3)(S1)=S)(=S)S2)=S)=[S:21].O>O1CCOCC1.C(Cl)Cl>[I:1][C:2]1[CH:7]=[CH:6][C:5]([N:8]2[CH:13]=[CH:12][CH:11]=[CH:10][C:9]2=[S:21])=[CH:4][CH:3]=1 |f:1.2|. Procedure: A mixture of 1-(4-iodophenyl)pyridin-2(1H)-one prepared above (0.760 g, 2.56 mmol), NaHCO3 (2.15 g, 25.6 mmol) and P2S5 (2.27 g, 10.2 mmol) in dioxane (20 mL) was heated at 80° C. overnight. After being cooled to room temperature, water and CH2Cl2 were added. The organic layer was separated, washed with brine, dried over Na2SO4, concentrated in vacuo to give 1-(4-iodophenyl)pyridine-2(1H)-thione as a solid (0.752 g). MS 313.8 (M+H). The reactants are COC(=O)[C@H]1N(C[C@@H](C1)S(=O)(=O)C1=C(C=CC=C1)C(F)(F)F)C(CC(C1CCOCC1)=O)=S ((2S,4R)-1-[3-oxo-3-(tetrahydro-pyran-4-yl)-thiopropionyl]-4-(2-trifluoromethyl-benzenesulfonyl)-pyrrolidine-2-carboxylic acid methyl ester), CNN (methylhydrazine). Product: COC(=O)[C@H]1N(C[C@@H](C1)S(=O)(=O)C1=C(C=CC=C1)C(F)(F)F)C1=NN(C(=C1)C1CCOCC1)C ((2S,4R)-1-[1-Methyl-5-(tetrahydro-pyran-4-yl)-1H-pyrazol-3-yl]-4-(2-trifluoromethyl-benzenesulfonyl)-pyrrolidine-2-carboxylic acid methyl ester). As a reaction SMILES: [CH3:1][O:2][C:3]([C@@H:5]1[CH2:9][C@@H:8]([S:10]([C:13]2[CH:18]=[CH:17][CH:16]=[CH:15][C:14]=2[C:19]([F:22])([F:21])[F:20])(=[O:12])=[O:11])[CH2:7][N:6]1[C:23](=S)[CH2:24][C:25](=O)[CH:26]1[CH2:31][CH2:30][O:29][CH2:28][CH2:27]1)=[O:4].[CH3:34][NH:35][NH2:36]>>[CH3:1][O:2][C:3]([C@@H:5]1[CH2:9][C@@H:8]([S:10]([C:13]2[CH:18]=[CH:17][CH:16]=[CH:15][C:14]=2[C:19]([F:22])([F:21])[F:20])(=[O:12])=[O:11])[CH2:7][N:6]1[C:23]1[CH:24]=[C:25]([CH:26]2[CH2:27][CH2:28][O:29][CH2:30][CH2:31]2)[N:35]([CH3:34])[N:36]=1)=[O:4]. Procedure details: In analogy to the procedure described in example 192 h, (2S,4R)-1-[3-oxo-3-(tetrahydro-pyran-4-yl)-thiopropionyl]-4-(2-trifluoromethyl-benzenesulfonyl)-pyrrolidine-2-carboxylic acid methyl ester was reacted with methylhydrazine (CAS Reg. No. 60-34-4) to give the title compound as colorless foam. MS (ESI): m/z=502.2 [M+H]+. The reactants are C1(=CC=CC=C1)C=1NC2=CC=CC=C2C1 (2-phenyl-1H-indole), [H-].[Na+] (sodium hydride), ClCC=1C=C(C=O)C=CC1OCC(C)C (3-(Chloromethyl)-4-isobutoxybenzaldehyde), [I-].[Na+] (sodium iodide). Solvent: CN(C=O)C (N,N-dimethylformamide), C(C)(=O)OCC (ethyl acetate). Run at temperature 0 celsius. Yields the product C(C(C)C)OC1=C(C=C(C=O)C=C1)CN1C(=CC2=CC=CC=C12)C1=CC=CC=C1 (4-isobutoxy-3-[(2-phenyl-1H-indol-1-yl)methyl]benzaldehyde). Isolated yield 35.5%. As a reaction SMILES: [C:1]1([C:7]2[NH:8][C:9]3[C:14]([CH:15]=2)=[CH:13][CH:12]=[CH:11][CH:10]=3)[CH:6]=[CH:5][CH:4]=[CH:3][CH:2]=1.[H-].[Na+].Cl[CH2:19][C:20]1[CH:21]=[C:22]([CH:25]=[CH:26][C:27]=1[O:28][CH2:29][CH:30]([CH3:32])[CH3:31])[CH:23]=[O:24].[I-].[Na+]>CN(C)C=O.C(OCC)(=O)C>[CH2:29]([O:28][C:27]1[CH:26]=[CH:25][C:22]([CH:23]=[O:24])=[CH:21][C:20]=1[CH2:19][N:8]1[C:9]2[C:14](=[CH:13][CH:12]=[CH:11][CH:10]=2)[CH:15]=[C:7]1[C:1]1[CH:6]=[CH:5][CH:4]=[CH:3][CH:2]=1)[CH:30]([CH3:32])[CH3:31] |f:1.2,4.5|. Procedure details: To a solution of 2-phenyl-1H-indole (0.94 g, 4.85 mmol) in N,N-dimethylformamide (10 mL) was added sodium hydride (60% in oil, 0.19 g, 4.85 mmol) with stirring at 0° C., and the mixture was stirred at the same temperature for 5 min. 3-(Chloromethyl)-4-isobutoxybenzaldehyde (1.0 g, 4.41 mmol) and sodium iodide (0.73 g, 4.85 mmol) were added to the obtained mixture and the mixture was stirred at the same temperature for 2 hr. After completion of the reaction, the reaction mixture was diluted with ... Reactants: C1COCCO1, COc1ccc(Cl)cc1, NP, CC(=O)[O-], CC(=O)[O-], OB(O)c1ccccc1, [Pd+2]. The product is COc1ccc(-c2ccccc2)cc1. Reaction SMILES: [CH2:21]1[O:22][CH2:23][CH2:24][O:25][CH2:26]1.[Cl:1][c:2]1[cH:3][cH:4][c:5]([O:8][CH3:9])[cH:6][cH:7]1.[NH2:19][PH2:20].[O-:28][C:29]([CH3:30])=[O:31].[O-:32][C:33]([CH3:34])=[O:35].[OH:10][B:11]([OH:12])[c:13]1[cH:14][cH:15][cH:16][cH:17][cH:18]1.[Pd+2:27]>>[c:2]1(-[c:13]2[cH:14][cH:15][cH:16][cH:17][cH:18]2)[cH:3][cH:4][c:5]([O:8][CH3:9])[cH:6][cH:7]1. Reactants: [Br-].COC1=CC=C(C(C[N+]2=CC=CC3=CC=CC=C23)=O)C=C1 (1-(4-methoxy-phenacyl)-quinolinium bromide), [Cr](=O)(=O)([O-])O[Cr](=O)(=O)[O-] (dichromate), C([O-])(O)=O.[Na+] (sodium bicarbonate), C(C=C)#N (acrylonitrile). Run in CN(C=O)C (N,N-dimethylformamide). The product is C(#N)C=1C=C(N2C1C=CC1=CC=CC=C21)C(C2=CC=C(C=C2)OC)=O (3-Cyano-1-(4-methoxy-benzoyl)-pyrrolo[1,2-a]quinoline). RXN SMILES: [Br-].[CH3:2][O:3][C:4]1[CH:22]=[CH:21][C:7]([C:8](=[O:20])[CH2:9][N+:10]2[C:19]3[C:14](=[CH:15][CH:16]=[CH:17][CH:18]=3)[CH:13]=[CH:12][CH:11]=2)=[CH:6][CH:5]=1.[Cr](O[Cr]([O-])(=O)=O)([O-])(=O)=O.C(=O)(O)[O-].[Na+].[C:37](#[N:40])[CH:38]=[CH2:39]>CN(C)C=O>[C:37]([C:38]1[CH:39]=[C:9]([C:8](=[O:20])[C:7]2[CH:6]=[CH:5][C:4]([O:3][CH3:2])=[CH:22][CH:21]=2)[N:10]2[C:19]3[C:14](=[CH:15][CH:16]=[CH:17][CH:18]=3)[CH:13]=[CH:12][C:11]=12)#[N:40] |f:0.1,3.4|. Procedure details: The title compound was prepared from 1-(4-methoxy-phenacyl)-quinolinium bromide (110 mg, 0.307 mmol), tetrapyridinecobalt(II) dichromate (202 mg, 0.332 mmol), sodium bicarbonate (66.2 mg, 0.788 mmol), acrylonitrile (110 μL, 1.67 mmol), and N,N-dimethylformamide (2.0 mL), similar to Example 1b, and yielded 26.6 mg (26%) as a yellow solid. 1H NMR (CDCl3): 8.08 (dd, J=9.15, 2.20 Hz, 2H), 8.02 (d, J=8.52 Hz, 1H), 7.83 (dd, J=7.55, 1.78 Hz, 1H), 7.70 (d, J=9.34 Hz, 1H), 7.66 (d, J=9.06 Hz, 1H), 7.59 ...